This data is from the Open Reaction Database (ORD), a public repository of structured organic reaction records. The task is: describe an organic reaction: reactants, conditions, products, and yield Reactants: CCN(CC)c1ccccc1, Cc1nc2nc(N)[nH]c(=O)c2[nH]1, O=P(Cl)(Cl)Cl. Product: Cc1nc2nc(N)nc(Cl)c2[nH]1. RXN SMILES: [CH2:18]([N:19]([CH2:20][CH3:21])[c:22]1[cH:23][cH:24][cH:25][cH:26][cH:27]1)[CH3:28].[CH3:1][c:2]1[n:3][c:4]2[n:5][c:6]([NH2:12])[nH:7][c:8](=[O:11])[c:9]2[nH:10]1.[P:13]([Cl:14])([Cl:15])([Cl:16])=[O:17]>>[CH3:1][c:2]1[n:3][c:4]2[n:5][c:6]([NH2:12])[n:7][c:8]([Cl:15])[c:9]2[nH:10]1.